From a dataset of the Open Reaction Database (ORD), a public repository of structured organic reaction records. describe an organic reaction: reactants, conditions, products, and yield The reactants are CC(C)CC(=O)O, Cl, NC1CCC(CCN2CCC(c3cccc4c3OCO4)CC2)CC1. Yields the product CC(C)CC(=O)NC1CCC(CCN2CCC(c3cccc4c3OCO4)CC2)CC1. As a reaction SMILES: [CH3:26][CH:27]([CH3:28])[CH2:29][C:30]([OH:31])=[O:32].[ClH:1].[O:2]1[CH2:3][O:4][c:5]2[c:6]1[cH:7][cH:8][cH:9][c:10]2[CH:11]1[CH2:12][CH2:13][N:14]([CH2:17][CH2:18][CH:19]2[CH2:20][CH2:21][CH:22]([NH2:25])[CH2:23][CH2:24]2)[CH2:15][CH2:16]1>>[O:2]1[CH2:3][O:4][c:5]2[c:6]1[cH:7][cH:8][cH:9][c:10]2[CH:11]1[CH2:12][CH2:13][N:14]([CH2:17][CH2:18][CH:19]2[CH2:20][CH2:21][CH:22]([NH:25][C:30]([CH2:29][CH:27]([CH3:26])[CH3:28])=[O:31])[CH2:23][CH2:24]2)[CH2:15][CH2:16]1. Starting materials: BrC=1C=CC(=NC1)CSC1=C(C=CC=2CCN(CCC21)C(=O)OC(C)(C)C)Cl (6-(5-bromopyridin-2-ylmethylthio)-3-tert-butoxycarbonyl-7-chloro-2,3,4,5-tetrahydro-1H benzo[d]azepine), N1CCCCCC1 (homopiperidine). Yields the product Cl.N1(CCCCCC1)C=1C=CC(=NC1)CSC1=C(C=CC=2CCNCCC21)Cl (6-(5-Azepan-1-yl-pyridin-2-ylmethylthio)-7-chloro-2,3,4,5-tetrahydro-1H-benzo[d]azepine Hydrochloride). As a reaction SMILES: Br[C:2]1[CH:3]=[CH:4][C:5]([CH2:8][S:9][C:10]2[C:20]3[CH2:19][CH2:18][N:17](C(OC(C)(C)C)=O)[CH2:16][CH2:15][C:14]=3[CH:13]=[CH:12][C:11]=2[Cl:28])=[N:6][CH:7]=1.[NH:29]1[CH2:35][CH2:34][CH2:33][CH2:32][CH2:31][CH2:30]1>>[ClH:28].[N:29]1([C:2]2[CH:3]=[CH:4][C:5]([CH2:8][S:9][C:10]3[C:20]4[CH2:19][CH2:18][NH:17][CH2:16][CH2:15][C:14]=4[CH:13]=[CH:12][C:11]=3[Cl:28])=[N:6][CH:7]=2)[CH2:35][CH2:34][CH2:33][CH2:32][CH2:31][CH2:30]1 |f:2.3|. Reported procedure: Use a method similar to the Example 369, using 6-(5-bromopyridin-2-ylmethylthio)-3-tert-butoxycarbonyl-7-chloro-2,3,4,5-tetrahydro-1H benzo[d]azepine and homopiperidine to give the title compound as a yellow solid. MS (ES+) m/z 402 (M+H)+. Starting materials: CC(=O)C.OS(=O)(=O)O.O=[Cr](=O)=O (Jones reagent), O[C@@H]1CC2=CC[C@H]3[C@@H]4COC([C@@]4(C)CC[C@@H]3[C@]2(CC1)C)=O (3β-hydroxy-16-oxaandrost-5-en-17-one), CC(C)O (2-propanol). Run in CC(=O)C (acetone). Product: C[C@@]12C(OC[C@H]1[C@@H]1CC(C3=CC(CC[C@]3(C)[C@H]1CC2)=O)=O)=O (16-oxaandrost-4-ene-3,6,17-trione). As a reaction SMILES: [OH:1][C@H:2]1[CH2:19][CH2:18][C@@:17]2([CH3:20])[C:4](=[CH:5][CH2:6][C@@H:7]3[C@@H:16]2[CH2:15][CH2:14][C@@:12]2([CH3:13])[C@H:8]3[CH2:9][O:10][C:11]2=[O:21])[CH2:3]1.CC(C)=[O:24].OS(O)(=O)=O.O=[Cr](=O)=O.CC(O)C>CC(C)=O>[CH3:13][C@:12]12[CH2:14][CH2:15][C@H:16]3[C@@H:7]([CH2:6][C:5](=[O:24])[C:4]4[C@:17]3([CH3:20])[CH2:18][CH2:19][C:2](=[O:1])[CH:3]=4)[C@@H:8]1[CH2:9][O:10][C:11]2=[O:21] |f:1.2.3|. Procedure: 53 mg of 3β-hydroxy-16-oxaandrost-5-en-17-one was dissolved in 2.4 ml of acetone and the solution was cooled with ice. 60 μl of Jones reagent was added dropwise to this solution under ice cooling and stirring, and the mixture was stirred for 15 minutes. 2-propanol was added to the reaction mixture and the insoluble matters were removed by filtration. The filtrate was concentrated, water was added and the mixture was extracted with ethyl acetate. The extract was washed with 5% aqueous sodium bica...